From a dataset of the Open Reaction Database (ORD), a public repository of structured organic reaction records. describe an organic reaction: reactants, conditions, products, and yield Run in C1(=CC=CC=C1)C (toluene), O1CCCC1 (tetrahydrofuran), O1CCCC1 (tetrahydrofuran). Reaction SMILES: [CH2:1](O)[CH2:2][CH2:3][CH2:4][CH2:5][CH2:6][CH2:7][CH2:8][CH2:9][CH2:10]/[CH:11]=[CH:12]\[CH2:13][CH3:14].[O:16]1[CH2:20][C:19](=[O:21])[NH:18][C:17]1=[O:22].C1(P(C2C=CC=CC=2)C2C=CC=CC=2)C=CC=CC=1.N(C(OCC)=O)=NC(OCC)=O>O1CCCC1.C1(C)C=CC=CC=1>[CH2:1]([N:18]1[C:19](=[O:21])[CH2:20][O:16][C:17]1=[O:22])[CH2:2][CH2:3][CH2:4][CH2:5][CH2:6][CH2:7][CH2:8][CH2:9][CH2:10]/[CH:11]=[CH:12]\[CH2:13][CH3:14]. Product: C(CCCCCCCCC\C=C/CC)N1C(OCC1=O)=O (3-[(11Z)-tetradec-11-en-1-yl]-1,3-oxazolidine-2,4-dione). Starting materials: solution, N(=NC(=O)OCC)C(=O)OCC (diethyl azodicarboxylate), C(CCCCCCCCC\C=C/CC)O ((11Z)-tetradec-11-en-1-ol), O1C(NC(C1)=O)=O (1,3-oxazolidine-2,4-dione), C1(=CC=CC=C1)P(C1=CC=CC=C1)C1=CC=CC=C1 (triphenylphosphine). Reaction conditions: time 5 hour. Procedure details: 420 mg (1.98 mmol) of (11Z)-tetradec-11-en-1-ol, in solution in 2 ml of tetrahydrofuran, are added to a solution of 200 mg (1.98 mmol) of 1,3-oxazolidine-2,4-dione and of 571 mg (2.18 mmol) of triphenylphosphine in 4 ml of tetrahydrofuran. 0.99 ml (2.2 mmol) of a 40% solution of diethyl azodicarboxylate in toluene is subsequently added dropwise. The mixture is stirred at ambient temperature for 5 h.